Dataset: the Open Reaction Database (ORD), a public repository of structured organic reaction records. Task: describe an organic reaction: reactants, conditions, products, and yield Starting materials: NC=1C(=C(C2=C(C(C(O2)(C)C)=O)C1)C)C (5-amino-2,2,6,7-tetramethyl-1-benzofuran-3(2H)-one), [Br-].[Br-].[Br-].C(CCC)[N+](CCCC)(CCCC)CCCC.C(CCC)[N+](CCCC)(CCCC)CCCC.C(CCC)[N+](CCCC)(CCCC)CCCC (Tetrabutylammonium tribromide), S(=O)([O-])[O-].[Na+].[Na+] (sodium sulfite). The solvent is O1CCCC1 (tetrahydrofuran). Run at temperature 0 celsius, time 2 hour. The product is NC=1C(=C(C2=C(C(C(O2)(C)C)=O)C1Br)C)C (5-amino-4-bromo-2,2,6,7-tetramethyl-1-benzofuran-3(2H)-one). Isolated yield 72.4%. Reaction SMILES: [Br-:1].[Br-].[Br-].C([N+](CCCC)(CCCC)CCCC)CCC.C([N+](CCCC)(CCCC)CCCC)CCC.C([N+](CCCC)(CCCC)CCCC)CCC.[NH2:55][C:56]1[C:57]([CH3:69])=[C:58]([CH3:68])[C:59]2[O:63][C:62]([CH3:65])([CH3:64])[C:61](=[O:66])[C:60]=2[CH:67]=1.S([O-])([O-])=O.[Na+].[Na+]>O1CCCC1>[NH2:55][C:56]1[C:57]([CH3:69])=[C:58]([CH3:68])[C:59]2[O:63][C:62]([CH3:64])([CH3:65])[C:61](=[O:66])[C:60]=2[C:67]=1[Br:1] |f:0.1.2.3.4.5,7.8.9|. Procedure details: Tetrabutylammonium tribromide (31.0 g, 64.2 mmol) was added to a tetrahydrofuran solution (200 mL) containing 5-amino-2,2,6,7-tetramethyl-1-benzofuran-3(2H)-one (6.59 g, 32.1 mmol) synthesized in Reference Example 20 at 0° C., and the mixture was stirred at 0° C. for 2 hours. To the mixture, a saturated sodium sulfite aqueous solution was added, and extraction was performed using ethyl acetate. The extract was dried using anhydrous magnesium sulfate. After that, the solvent was removed under red... Reactants: COc1ccc2onc(CC#N)c2c1, CCO, Cl, NO, [Na+], [Na+], O=C([O-])[O-], O. As a reaction SMILES: [CH3:1][O:2][c:3]1[cH:4][cH:5][c:6]2[c:7]([c:8]([CH2:11][C:12]#[N:13])[n:9][o:10]2)[cH:14]1.[CH3:24][CH2:25][OH:26].[ClH:15].[NH2:16][OH:17].[Na+:18].[Na+:19].[O-:20][C:21](=[O:22])[O-:23].[OH2:27]>>[CH3:1][O:2][c:3]1[cH:4][cH:5][c:6]2[c:7]([c:8]([CH2:11][C:12]([NH2:13])=[N:16][OH:17])[n:9][o:10]2)[cH:14]1. Yields the product COc1ccc2onc(CC(N)=NO)c2c1. Starting materials: COCCOC, CS(=O)(=O)c1nc(N)nc(-c2ccco2)c1C#N, c1ccc(N2CCNCC2)cc1. Yields the product N#Cc1c(-c2ccco2)nc(N)nc1N1CCN(c2ccccc2)CC1. Reaction SMILES: [CH3:31][O:32][CH2:33][CH2:34][O:35][CH3:36].[NH2:1][c:2]1[n:3][c:4]([S:15]([CH3:16])(=[O:17])=[O:18])[c:5]([C:13]#[N:14])[c:6](-[c:8]2[o:9][cH:10][cH:11][cH:12]2)[n:7]1.[c:19]1([N:25]2[CH2:26][CH2:27][NH:28][CH2:29][CH2:30]2)[cH:20][cH:21][cH:22][cH:23][cH:24]1>>[NH2:1][c:2]1[n:3][c:4]([N:28]2[CH2:27][CH2:26][N:25]([c:19]3[cH:20][cH:21][cH:22][cH:23][cH:24]3)[CH2:30][CH2:29]2)[c:5]([C:13]#[N:14])[c:6](-[c:8]2[o:9][cH:10][cH:11][cH:12]2)[n:7]1.